This data is from the Open Reaction Database (ORD), a public repository of structured organic reaction records. The task is: describe an organic reaction: reactants, conditions, products, and yield The reactants are Cl (Hydrochloric acid), OO (hydrogen peroxide), ClC1=C(C=CC=C1)C(C#N)N1CC2=C(CC1)SC=C2 ((±)-2-(2-Chlorophenyl)-(6,7-dihydro-4H-thieno[3,2-c]pyrid-5-yl)acetonitrile), CS(=O)C (dimethyl sulfoxide), C([O-])([O-])=O.[K+].[K+] (potassium carbonate). Run in O (water), CO (methanol). Reaction conditions: temperature 35 celsius. Yields the product ClC1=C(C=CC=C1)C(C(=O)N)N1CC2=C(CC1)SC=C2 ((±)-2-(2-Chlorophenyl)-(6,7-dihydro-4H-thieno[3,2-c]pyrid-5-yl)acetamide). Reaction SMILES: [Cl:1][C:2]1[CH:7]=[CH:6][CH:5]=[CH:4][C:3]=1[CH:8]([N:11]1[CH2:16][CH2:15][C:14]2[S:17][CH:18]=[CH:19][C:13]=2[CH2:12]1)[C:9]#[N:10].C(=O)([O-])[O-:21].[K+].[K+].CS(C)=O.OO.Cl>O.CO>[Cl:1][C:2]1[CH:7]=[CH:6][CH:5]=[CH:4][C:3]=1[CH:8]([N:11]1[CH2:16][CH2:15][C:14]2[S:17][CH:18]=[CH:19][C:13]=2[CH2:12]1)[C:9]([NH2:10])=[O:21] |f:1.2.3|. Procedure details: (±)-2-(2-Chlorophenyl)-(6,7-dihydro-4H-thieno[3,2-c]pyrid-5-yl)acetonitrile (713 g; 2.46 mol) was added to methanol (3.505 l) at 23-28° C. with stirring. To this slurry, potassium carbonate (170 g; 1.23 mol) was added followed by dimethyl sulfoxide (263 ml; 3.7 mol). The contents were heated between 30-40° C. and 30.0% aqueous hydrogen peroxide solution (382 ml; 3.70 mol) was added between 40-50° C. slowly over a period of 3 hours. After the addition was over, the reaction mixture was maintained... The reactants are O (water), C(C)C1(C(NC(N(C1=O)CCCCC(=O)NCCO)=O)=O)C1=CC=CC=C1 (5-Ethyl-1-[4-(2-hydroxyethylaminocarbonyl)butyl]-5-phenyl-2,4,6(1H,3H,5H)pyrimidinetrione), C1(CCC(=O)O1)=O (succinic anhydride), CN(C)C1=NC=CC=C1 (dimethylaminopyridine). The solvent is C(Cl)(Cl)Cl (chloroform), ClCCl (Dichloromethane). Reaction conditions: time 3 day. Product: C(=O)(O)CCC(=O)OCCNC(=O)CCCCN1C(NC(C(C1=O)(C1=CC=CC=C1)CC)=O)=O (1-{4-[2-(3-Carboxypropionyloxy)ethylaminocarbonyl]butyl}-5-ethyl-5-phenyl-2,4,6(1H,3H,5H)pyrimidinetrione). RXN SMILES: [CH2:1]([C:3]1([C:22]2[CH:27]=[CH:26][CH:25]=[CH:24][CH:23]=2)[C:8](=[O:9])[N:7]([CH2:10][CH2:11][CH2:12][CH2:13][C:14]([NH:16][CH2:17][CH2:18][OH:19])=[O:15])[C:6](=[O:20])[NH:5][C:4]1=[O:21])[CH3:2].[C:28]1(=[O:34])[O:33][C:31](=[O:32])[CH2:30][CH2:29]1.CN(C1C=CC=CN=1)C.O>C(Cl)(Cl)Cl.ClCCl>[C:31]([CH2:30][CH2:29][C:28]([O:19][CH2:18][CH2:17][NH:16][C:14]([CH2:13][CH2:12][CH2:11][CH2:10][N:7]1[C:8](=[O:9])[C:3]([CH2:1][CH3:2])([C:22]2[CH:27]=[CH:26][CH:25]=[CH:24][CH:23]=2)[C:4](=[O:21])[NH:5][C:6]1=[O:20])=[O:15])=[O:34])([OH:33])=[O:32]. Reported procedure: A mixture of the product from step 1 (2.9 g, 0.007 mole), succinic anhydride (0.7 g, 0.007 mole), and dimethylaminopyridine (0.9 g, 0.007 mole) in chloroform (100 mL) was heated with hot water (50°-60° C.) for 30 min and then stirred at room temperature for 3 days. Dichloromethane (300 mL) was added, and the mixture was washed with 10% hydrochloric acid solution (2×100 mL), washed with saturated sodium chloride solution (100 mL), dried over anhydrous magnesium sulfate, filtered, and solvent remo... The reactants are ClC1=CC=CC=C1 (chlorobenzene), [Cl-].[Al+3].[Cl-].[Cl-] (aluminum chloride), CS(=O)(=O)Cl (methanesulfonyl chloride), ice water. Solvent: CO (methanol). Reaction conditions: temperature 15 celsius. Yields the product ClC1=CC=C(C=C1)S(=O)(=O)C (1-chloro-4-methylsulfonyl benzene). RXN SMILES: [Cl:1][C:2]1[CH:7]=[CH:6][CH:5]=[CH:4][CH:3]=1.[Cl-].[Al+3].[Cl-].[Cl-].[CH3:12][S:13](Cl)(=[O:15])=[O:14]>CO>[Cl:1][C:2]1[CH:7]=[CH:6][C:5]([S:13]([CH3:12])(=[O:15])=[O:14])=[CH:4][CH:3]=1 |f:1.2.3.4|. Reported procedure: To 600 ml of chlorobenzene were added 272 g of anhydrous aluminum chloride and 229 g of methanesulfonyl chloride and the mixture was heated on a steam bath for 6 hours with stirring. The solution thus formed was poured into ice-water, and then the produce was extracted with 400 ml of methylene chloride. Methylene chloride was distilled off from the extract under reduced pressure. To the residue thus formed was added 300 ml of methanol, the mixture was cooled to 15° C., and crystals thus deposite... The reactants are C(C)(C)(C)OC(CN1N=C(C(=C1N)C1=CC2=C(N(C(N2CC)=O)CC)C=C1)C=1C=C(C=CC1)C)=O ([5-Amino-4-(1,3-diethyl-2-oxo-2,3-dihydro-1H-benzoimidazol-5-yl)-3-m-tolyl-pyrazol-1-yl]-acetic acid tert-butyl ester), C(Cl)(Cl)Cl (chloroform). Run in FC(C(=O)O)(F)F (trifluoroacetic acid). Conditions: time 5 hour. The product is C(C)(C)(C)OC(CN1N=C(C(=C1N)C1=CC2=C(N(C(N2CC)=O)CC)C=C1)C=1C=C(C=CC1)C)=O ([5-Amino-4-(1,3-diethyl-2-oxo-2,3-dihydro-1H-benzoimidazol-5-yl)-3-m-tolyl-pyrazol-1-yl]-acetic acid tert-butyl ester), C(C)N1C(N(C2=C1C=CC(=C2)C2=C1N(N=C2C=2C=C(C=CC2)C)CC(N1)=O)CC)=O (1,3-Diethyl-5-(2-oxo-6-m-tolyl-2,3-dihydro-1H-imidazo[1,2-b]pyrazol-7-yl)-1,3-dihydro-benzoimidazol-2-one). As a reaction SMILES: [C:1]([O:5][C:6](=[O:35])[CH2:7][N:8]1[C:12]([NH2:13])=[C:11]([C:14]2[CH:27]=[CH:26][C:17]3[N:18]([CH2:24][CH3:25])[C:19](=[O:23])[N:20]([CH2:21][CH3:22])[C:16]=3[CH:15]=2)[C:10]([C:28]2[CH:29]=[C:30]([CH3:34])[CH:31]=[CH:32][CH:33]=2)=[N:9]1)([CH3:4])([CH3:3])[CH3:2].C(Cl)(Cl)Cl>FC(F)(F)C(O)=O>[C:1]([O:5][C:6](=[O:35])[CH2:7][N:8]1[C:12]([NH2:13])=[C:11]([C:14]2[CH:27]=[CH:26][C:17]3[N:18]([CH2:24][CH3:25])[C:19](=[O:23])[N:20]([CH2:21][CH3:22])[C:16]=3[CH:15]=2)[C:10]([C:28]2[CH:29]=[C:30]([CH3:34])[CH:31]=[CH:32][CH:33]=2)=[N:9]1)([CH3:2])([CH3:3])[CH3:4].[CH2:24]([N:18]1[C:17]2[CH:26]=[CH:27][C:14]([C:11]3[C:10]([C:28]4[CH:29]=[C:30]([CH3:34])[CH:31]=[CH:32][CH:33]=4)=[N:9][N:8]4[CH2:7][C:6](=[O:35])[NH:13][C:12]=34)=[CH:15][C:16]=2[N:20]([CH2:21][CH3:22])[C:19]1=[O:23])[CH3:25]. Reported procedure: [5-Amino-4-(1,3-diethyl-2-oxo-2,3-dihydro-1H-benzoimidazol-5-yl)-3-m-tolyl-pyrazol-1-yl]-acetic acid tert-butyl ester is prepared according to Example 338. [5-Amino-4-(1,3-diethyl-2-oxo-2,3-dihydro-1H-benzoimidazol-5-yl)-3-m-tolyl-pyrazol-1-yl]-acetic acid tert-butyl ester (0.06 g) is diluted with 50% trifluoroacetic acid is chloroform and stirred for 5 hours. The reaction is concentrated then treated sequentially with chloroform (2 mL) 1-hydroxybenzotriazole hydrate (0.026 g), diisopropylethyla... Starting materials: CC1=C(C=CC=C1)N1CCC=2C(=NC=3C(=CC=CC3C21)C)Cl (1-(2-Methylphenyl)-4-chloro-6-methyl-2,3-dihydropyrrolo[3,2-c]quinoline), CNC (dimethylamine). Yields the product CC1=C(C=CC=C1)N1CCC=2C(=NC=3C(=CC=CC3C21)C)N(C)C (1-(2-methylphenyl)-4-dimethylamino- 6-methyl-2,3-dihydropyrrolo[3,2-c]quinoline). Isolated yield 63.0%. RXN SMILES: [CH3:1][C:2]1[CH:7]=[CH:6][CH:5]=[CH:4][C:3]=1[N:8]1[C:20]2[C:19]3[CH:18]=[CH:17][CH:16]=[C:15]([CH3:21])[C:14]=3[N:13]=[C:12](Cl)[C:11]=2[CH2:10][CH2:9]1.[CH3:23][NH:24][CH3:25]>>[CH3:1][C:2]1[CH:7]=[CH:6][CH:5]=[CH:4][C:3]=1[N:8]1[C:20]2[C:19]3[CH:18]=[CH:17][CH:16]=[C:15]([CH3:21])[C:14]=3[N:13]=[C:12]([N:24]([CH3:25])[CH3:23])[C:11]=2[CH2:10][CH2:9]1. Procedure details: 1-(2-Methylphenyl)-4-chloro-6-methyl-2,3-dihydropyrrolo[3,2-c]quinoline (1.5 g. 4.9 mmol) and dimethylamine (33% in ethanol. 150 ml) were heated to 180° C. in a pressure vessel for 18 hours, then evaporated, taken up in dichloromethane, washed with sodium bicarbonate, dried and evaporated. Crystallisation from aqueous ethanol gave 1-(2-methylphenyl)-4-dimethylamino- 6-methyl-2,3-dihydropyrrolo[3,2-c]quinoline (0.97 g, 63%), m.p. 120°-121°. Starting materials: C(C)(C)(C)OC(=O)NC1=CC=C(C=C1)N (N-t-butoxycarbonyl-1,4-phenylene diamine), N1=CC=CC=C1 (pyridine), COCC(=O)Cl (methoxyacetyl chloride). The solvent is O1CCCC1 (tetrahydrofuran), C(C)(=O)OCC (ethyl acetate). Run at time 1 hour. The product is C(C)(C)(C)OC(=O)NC1=CC=C(C=C1)NC(COC)=O (N-(4-t-Butoxycarbonylamino-phenyl)-2-methoxy-acetamide). The yield is 104.0%. RXN SMILES: [C:1]([O:5][C:6]([NH:8][C:9]1[CH:14]=[CH:13][C:12]([NH2:15])=[CH:11][CH:10]=1)=[O:7])([CH3:4])([CH3:3])[CH3:2].N1C=CC=CC=1.[CH3:22][O:23][CH2:24][C:25](Cl)=[O:26]>O1CCCC1.C(OCC)(=O)C>[C:1]([O:5][C:6]([NH:8][C:9]1[CH:10]=[CH:11][C:12]([NH:15][C:25](=[O:26])[CH2:24][O:23][CH3:22])=[CH:13][CH:14]=1)=[O:7])([CH3:4])([CH3:2])[CH3:3]. Procedure details: To a stirred solution of N-t-butoxycarbonyl-1,4-phenylene diamine (0.25 g) in dry tetrahydrofuran (20 ml) were added pyridine (0.12 ml) and methoxyacetyl chloride (0.15 g) and the reaction mixture was stirred for 1 hrs. The solution was diluted with ethyl acetate (50 ml), washed with a 3N solution of hydrochloric acid (30 ml) and brine (30 ml), dried and concentrated in vacuum to give the title compound (0.35 g). T.l.c. CH/EA acetate 1/1. Rf=0.33. Starting materials: FC(C=1C=C(C(=O)N2[C@@H](CN(CC2)CC2=CC=C(C=C2)[N+](=O)[O-])CC2=CNC3=CC=CC=C23)C=C(C1)C(F)(F)F)(F)F ((2R)-1-[3,5-bis(trifluoromethyl)benzoyl]-2-(1H-indol-3-yl-methyl)-4-(4-nitrobenzyl)piperazine), [Cl-].[NH4+] (ammonium chloride), O (water). Reagents/catalysts: [Fe] (iron). The solvent is C(C)O (ethanol). Product: NC1=CC=C(CN2C[C@H](N(CC2)C(C2=CC(=CC(=C2)C(F)(F)F)C(F)(F)F)=O)CC2=CNC3=CC=CC=C23)C=C1 ((2R)-4-(4-aminobenzyl)-1-[3,5-bis(trifluoromethyl)benzoyl]-2-(1H-indol-3-yl-methyl)piperazine). The yield is 99.5%. As a reaction SMILES: [F:1][C:2]([F:42])([F:41])[C:3]1[CH:4]=[C:5]([CH:34]=[C:35]([C:37]([F:40])([F:39])[F:38])[CH:36]=1)[C:6]([N:8]1[CH2:13][CH2:12][N:11]([CH2:14][C:15]2[CH:20]=[CH:19][C:18]([N+:21]([O-])=O)=[CH:17][CH:16]=2)[CH2:10][C@H:9]1[CH2:24][C:25]1[C:33]2[C:28](=[CH:29][CH:30]=[CH:31][CH:32]=2)[NH:27][CH:26]=1)=[O:7].[Cl-].[NH4+].O>C(O)C.[Fe]>[NH2:21][C:18]1[CH:19]=[CH:20][C:15]([CH2:14][N:11]2[CH2:12][CH2:13][N:8]([C:6](=[O:7])[C:5]3[CH:34]=[C:35]([C:37]([F:38])([F:39])[F:40])[CH:36]=[C:3]([C:2]([F:42])([F:41])[F:1])[CH:4]=3)[C@H:9]([CH2:24][C:25]3[C:33]4[C:28](=[CH:29][CH:30]=[CH:31][CH:32]=4)[NH:27][CH:26]=3)[CH2:10]2)=[CH:16][CH:17]=1 |f:1.2|. Procedure: A mixture of (2R)-1-[3,5-bis(trifluoromethyl)benzoyl]-2-(1H-indol-3-yl-methyl)-4-(4-nitrobenzyl)piperazine (360 mg), iron powder (360 mg), ammonium chloride (36 mg) and water (1.5 ml) in ethanol (6 ml) was heated under reflux for 40 minutes. After cooling, the reaction mixture was filtered and the filtrate was evaporated under reduced pressure. The residue was purified by column chromatography on a silica gel eluting with a mixture of dichloromethane and methanol (10:1) to give (2R)-4-(4-aminobe... The reactants are COC(=O)C1=C(N=CN1C1C(SCC2=CC=CC=C12)(C)C)N (4-amino-1-(3,3-dimethylisothiochroman-4-yl)-5-imidazolecarboxylic acid methyl ester), N(=O)OC(C)(C)C (tert.-butyl nitrite). The solvent is O1CCCC1 (tetrahydrofuran), O1CCCC1 (tetrahydrofuran). Run at time 16 hour. Yields the product COC(=O)C1=CN=CN1C1C(SCC2=CC=CC=C12)(C)C (1-(3,3-dimethylisothiochroman-4-yl)-5-imidazolecarboxylic acid methyl ester). RXN SMILES: [CH3:1][O:2][C:3]([C:5]1[N:9]([CH:10]2[C:19]3[C:14](=[CH:15][CH:16]=[CH:17][CH:18]=3)[CH2:13][S:12][C:11]2([CH3:21])[CH3:20])[CH:8]=[N:7][C:6]=1N)=[O:4].N(OC(C)(C)C)=O>O1CCCC1>[CH3:1][O:2][C:3]([C:5]1[N:9]([CH:10]2[C:19]3[C:14](=[CH:15][CH:16]=[CH:17][CH:18]=3)[CH2:13][S:12][C:11]2([CH3:21])[CH3:20])[CH:8]=[N:7][CH:6]=1)=[O:4]. Reported procedure: A solution of 5.0 g of 4-amino-1-(3,3-dimethylisothiochroman-4-yl)-5-imidazolecarboxylic acid methyl ester in 10 ml of tetrahydrofuran is added dropwise to a solution of 3.1 ml of tert.-butyl nitrite in 10 ml of tetrahydrofuran. After stirring for 16 hours at room temperature, the reaction mixture is poured onto ice-water. After extraction with ether, the organic phase is washed with saturated sodium chloride solution, dried over sodium sulfate, filtered and concentrated by evaporation. The resi... Reactants: NC1=C(C=CC=C1)C=1N=C(NC1)NC(COC1=C(C=C(C=C1C)C)C)=O (N-[4-(2-aminophenyl)-1H-imidazol-2-yl]-2-(mesityloxy)acetamide), C(C)(=O)O (acetic acid). The product is C(C)(=O)OC(C)=O (acetic anhydride), NC1=C(C=CC=C1)C=1N=C(NC1)NC(COC1=C(C=C(C=C1C)C)C)=O (N-[4-(2-aminophenyl)-1H-imidazol-2-yl]-2-(mesityloxy)acetamide). RXN SMILES: [NH2:1][C:2]1[CH:7]=[CH:6][CH:5]=[CH:4][C:3]=1[C:8]1[N:9]=[C:10]([NH:13][C:14](=[O:26])[CH2:15][O:16][C:17]2[C:22]([CH3:23])=[CH:21][C:20]([CH3:24])=[CH:19][C:18]=2[CH3:25])[NH:11][CH:12]=1.[C:27]([OH:30])(=[O:29])[CH3:28]>>[C:27]([O:30][C:15](=[O:16])[CH3:14])(=[O:29])[CH3:28].[NH2:1][C:2]1[CH:7]=[CH:6][CH:5]=[CH:4][C:3]=1[C:8]1[N:9]=[C:10]([NH:13][C:14](=[O:26])[CH2:15][O:16][C:17]2[C:18]([CH3:25])=[CH:19][C:20]([CH3:24])=[CH:21][C:22]=2[CH3:23])[NH:11][CH:12]=1. Reported procedure: To a mixed solution of acetic acid (10 mL) and acetic anhydride (5 mL), N-[4-(2-aminophenyl)-1H-imidazol-2-yl]-2-(mesityloxy)acetamide (Compound 19) (350 mg, 1.0 mmol) obtained in Example 19 was added, and the mixture was stirred for 16 hours at room temperature. The solvent was distilled off under reduced pressure, the resulting residue was dissolved in chloroform (50 mL), and the mixture was washed with 10% aqueous sodium carbonate solution. The organic layer was dried over anhydrous magnesium... Reactants: O=C1CCC(=O)N1Br, O=C(OOC(=O)c1ccccc1)c1ccccc1, ClC(Cl)(Cl)Cl, CCOCC, Cc1ccc(Cl)c(OC(=O)c2ccccc2)c1, O. Yields the product O=C(Oc1cc(CBr)ccc1Cl)c1ccccc1. As a reaction SMILES: [Br:18][N:19]1[C:20](=[O:21])[CH2:22][CH2:23][C:24]1=[O:25].[C:26]([O:27][O:28][C:29](=[O:30])[c:31]1[cH:32][cH:33][cH:34][cH:35][cH:36]1)(=[O:37])[c:38]1[cH:39][cH:40][cH:41][cH:42][cH:43]1.[C:45]([Cl:46])([Cl:47])([Cl:48])[Cl:49].[CH3:50][CH2:51][O:52][CH2:53][CH3:54].[Cl:1][c:2]1[c:3]([O:9][C:10]([c:11]2[cH:12][cH:13][cH:14][cH:15][cH:16]2)=[O:17])[cH:4][c:5]([CH3:8])[cH:6][cH:7]1.[OH2:44]>>[Cl:1][c:2]1[c:3]([O:9][C:10]([c:11]2[cH:12][cH:13][cH:14][cH:15][cH:16]2)=[O:17])[cH:4][c:5]([CH2:8][Br:18])[cH:6][cH:7]1.